This data is from the Open Reaction Database (ORD), a public repository of structured organic reaction records. The task is: describe an organic reaction: reactants, conditions, products, and yield Reactants: O=C1C=C(NC=C1OCC1=CC=CC=C1)C(=O)NN1C(NCCC1)=O (1,4-dihydro-4-oxo-5-(phenylmethoxy)-N-(tetrahydro-2-oxo-1(2H)-pyrimidinyl)-2-pyridine-carboxamide), C[Si](C)(C)C(C(=O)N)[Si](C)(C)C (bis(trimethylsilyl)acetamide), C(=O)(NC1CCCCC1)NC1CCCCC1 (dicyclohexylurea). Solvent: C(C)#N (acetonitrile). Run at time 1 hour. Yields the product OC=1C(C=C(NC1)C(=O)NN1C(NCCC1)=O)=O (1,4-Dihydro-5-hydroxy-4-oxo-N-(tetrahydro-2-oxo-1(2H)-pyrimidinyl)-2-pyridinecarboxamide). As a reaction SMILES: [O:1]=[C:2]1[C:7]([O:8]CC2C=CC=CC=2)=[CH:6][NH:5][C:4]([C:16]([NH:18][N:19]2[CH2:24][CH2:23][CH2:22][NH:21][C:20]2=[O:25])=[O:17])=[CH:3]1.C[Si](C([Si](C)(C)C)C(N)=O)(C)C.C(NC1CCCCC1)(NC1CCCCC1)=O>C(#N)C>[OH:8][C:7]1[C:2](=[O:1])[CH:3]=[C:4]([C:16]([NH:18][N:19]2[CH2:24][CH2:23][CH2:22][NH:21][C:20]2=[O:25])=[O:17])[NH:5][CH:6]=1. Procedure details: To a suspension of 1.71 g. (ca. 5 mmol) crude 1,4-dihydro-4-oxo-5-(phenylmethoxy)-N-(tetrahydro-2-oxo-1(2H)-pyrimidinyl)-2-pyridine-carboxamide in 22 ml acetonitrile was added 4.1 g (20 mmol) bis(trimethylsilyl)acetamide. After stirring for 20 minutes the undissolved dicyclohexylurea was filtered off and 0.85 g palladium on carbon were added to the filtrate. After the mixture had been hydrogenated for one hour, the catalyst was removed by filtration and 2.1 ml methanol and 0.1 ml acetic acid wer... Starting materials: COC1=NC(=NC(=C1)OC)COC1=C(C(=O)OC)C=CC=C1 (methyl 2-[(4,6-dimethoxy-2-pyrimidyl)methyloxy]benzoate), [OH-].[K+] (potassium hydroxide). The solvent is C(C)O (ethanol), O (water), O (water). The product is COC1=NC(=NC(=C1)OC)COC1=C(C(=O)O)C=CC=C1 (2-[(4,6-dimethoxy-2-pyrimidyl)methyloxy]benzoic acid). Isolated yield 90.9%. Reaction SMILES: [CH3:1][O:2][C:3]1[CH:8]=[C:7]([O:9][CH3:10])[N:6]=[C:5]([CH2:11][O:12][C:13]2[CH:22]=[CH:21][CH:20]=[CH:19][C:14]=2[C:15]([O:17]C)=[O:16])[N:4]=1.[OH-].[K+]>C(O)C.O>[CH3:10][O:9][C:7]1[CH:8]=[C:3]([O:2][CH3:1])[N:4]=[C:5]([CH2:11][O:12][C:13]2[CH:22]=[CH:21][CH:20]=[CH:19][C:14]=2[C:15]([OH:17])=[O:16])[N:6]=1 |f:1.2|. Procedure details: 1.5 g of methyl 2-[(4,6-dimethoxy-2-pyrimidyl)methyloxy]benzoate was dissolved in 10 ml of ethanol. 10 ml of water and then 7 ml of 1N aqueous potassium hydroxide solution were added to this solution, and the mixture was stirred until it got to be clear (about 4 hours). The reaction solution was diluted with water and washed with ether, the water layer was neutralized with 1N hydrochloric acid and extracted with chloroform, the extract was dried over anhydrous magnesium sulfate, and the solvent ... The product is CCOC(=O)Cc1ccc(OCCOC2CCCCO2)c2ccoc12. The reactants are Brc1ccc(OCCOC2CCCCO2)c2ccoc12, CCOC(=O)C[Zn]Br, CN(C)C1(P(C2CCCCC2)C2CCCCC2)CC=CC=C1c1ccccc1, O=C(C=Cc1ccccc1)C=Cc1ccccc1, O=C(C=Cc1ccccc1)C=Cc1ccccc1, C1CCOC1, [Pd]. RXN SMILES: [Br:1][c:2]1[cH:3][cH:4][c:5]([O:11][CH2:12][CH2:13][O:14][CH:15]2[O:16][CH2:17][CH2:18][CH2:19][CH2:20]2)[c:6]2[cH:7][cH:8][o:9][c:10]12.[Br:49][Zn:50][CH2:51][C:52](=[O:53])[O:54][CH2:55][CH3:56].[CH:21]1([P:22]([CH:23]2[CH2:24][CH2:25][CH2:26][CH2:27][CH2:28]2)[C:29]2([N:30]([CH3:31])[CH3:32])[CH2:33][CH:34]=[CH:35][CH:36]=[C:37]2[c:38]2[cH:39][cH:40][cH:41][cH:42][cH:43]2)[CH2:44][CH2:45][CH2:46][CH2:47][CH2:48]1.[CH:63](=[CH:64][C:65]([CH:66]=[CH:67][c:68]1[cH:69][cH:70][cH:71][cH:72][cH:73]1)=[O:74])[c:75]1[cH:76][cH:77][cH:78][cH:79][cH:80]1.[CH:81](=[CH:82][C:83]([CH:84]=[CH:85][c:86]1[cH:87][cH:88][cH:89][cH:90][cH:91]1)=[O:92])[c:93]1[cH:94][cH:95][cH:96][cH:97][cH:98]1.[O:57]1[CH2:58][CH2:59][CH2:60][CH2:61]1.[Pd:62]>>[c:2]1([CH2:51][C:52](=[O:53])[O:54][CH2:55][CH3:56])[cH:3][cH:4][c:5]([O:11][CH2:12][CH2:13][O:14][CH:15]2[O:16][CH2:17][CH2:18][CH2:19][CH2:20]2)[c:6]2[cH:7][cH:8][o:9][c:10]12. The reactants are CCO, COC(=O)c1ccc(NC(c2sc3ncccc3c2C)C2CCCCC2)cc1, [Na+], C1CCOC1, [OH-]. RXN SMILES: [CH3:36][CH2:37][OH:38].[CH:1]1([CH:7]([c:8]2[c:9]([CH3:17])[c:10]3[c:11]([n:12][cH:13][cH:14][cH:15]3)[s:16]2)[NH:18][c:19]2[cH:20][cH:21][c:22]([C:23](=[O:24])[O:25][CH3:26])[cH:27][cH:28]2)[CH2:2][CH2:3][CH2:4][CH2:5][CH2:6]1.[Na+:35].[O:29]1[CH2:30][CH2:31][CH2:32][CH2:33]1.[OH-:34]>>[CH:1]1([CH:7]([c:8]2[c:9]([CH3:17])[c:10]3[c:11]([n:12][cH:13][cH:14][cH:15]3)[s:16]2)[NH:18][c:19]2[cH:20][cH:21][c:22]([C:23](=[O:24])[OH:25])[cH:27][cH:28]2)[CH2:2][CH2:3][CH2:4][CH2:5][CH2:6]1. Product: Cc1c(C(Nc2ccc(C(=O)O)cc2)C2CCCCC2)sc2ncccc12. Reactants: Cc1cc(C(=O)N2Cc3cnn(C)c3Nc3ccccc32)ccc1CCC(=O)OCC1CCN(C(=O)OCc2ccccc2)CC1, CO. Yields the product Cc1cc(C(=O)N2Cc3cnn(C)c3Nc3ccccc32)ccc1CCC(=O)OCC1CCNCC1. RXN SMILES: [CH2:1]([O:2][C:3](=[O:4])[N:11]1[CH2:12][CH2:13][CH:14]([CH2:17][O:18][C:19]([CH2:20][CH2:21][c:22]2[c:23]([CH3:45])[cH:24][c:25]([C:28](=[O:29])[N:30]3[c:31]4[c:32]([cH:41][cH:42][cH:43][cH:44]4)[NH:33][c:34]4[n:35]([CH3:40])[n:36][cH:37][c:38]4[CH2:39]3)[cH:26][cH:27]2)=[O:46])[CH2:15][CH2:16]1)[c:5]1[cH:6][cH:7][cH:8][cH:9][cH:10]1.[CH3:47][OH:48]>>[NH:11]1[CH2:12][CH2:13][CH:14]([CH2:17][O:18][C:19]([CH2:20][CH2:21][c:22]2[c:23]([CH3:45])[cH:24][c:25]([C:28](=[O:29])[N:30]3[c:31]4[c:32]([cH:41][cH:42][cH:43][cH:44]4)[NH:33][c:34]4[n:35]([CH3:40])[n:36][cH:37][c:38]4[CH2:39]3)[cH:26][cH:27]2)=[O:46])[CH2:15][CH2:16]1. The reactants are O=C(Cl)C(=O)Cl, ClCCl, CN(C)C=O, O=C(O)C1CCCCO1. Product: O=C(CCl)C1CCCCO1. RXN SMILES: [Cl:10][C:11]([C:12]([Cl:13])=[O:14])=[O:15].[Cl:21][CH2:22][Cl:23].[O:16]=[CH:17][N:18]([CH3:19])[CH3:20].[O:1]1[CH:2]([C:7](=[O:8])[OH:9])[CH2:3][CH2:4][CH2:5][CH2:6]1>>[O:1]1[CH:2]([C:7](=[O:9])[CH2:11][Cl:10])[CH2:3][CH2:4][CH2:5][CH2:6]1.